The task is: describe an organic reaction: reactants, conditions, products, and yield. This data is from the Open Reaction Database (ORD), a public repository of structured organic reaction records. The reactants are CCOC(C)=O, Oc1cc(F)cc2c1ccn2-c1ccc(OCc2ccccc2)c(F)c1. Yields the product Oc1ccc(-n2ccc3c(O)cc(F)cc32)cc1F. RXN SMILES: [CH3:27][CH2:28][O:29][C:30](=[O:31])[CH3:32].[F:1][c:2]1[cH:3][c:4]([OH:26])[c:5]2[cH:6][cH:7][n:8](-[c:11]3[cH:12][c:13]([F:25])[c:14]([O:17][CH2:18][c:19]4[cH:20][cH:21][cH:22][cH:23][cH:24]4)[cH:15][cH:16]3)[c:9]2[cH:10]1>>[F:1][c:2]1[cH:3][c:4]([OH:26])[c:5]2[cH:6][cH:7][n:8](-[c:11]3[cH:12][c:13]([F:25])[c:14]([OH:17])[cH:15][cH:16]3)[c:9]2[cH:10]1. Starting materials: C1CCOC1, CCOc1cc(NC(=O)CCCCl)cc(C(=O)OC)c1, CCOC(C)=O, [H-], [Na+]. Yields the product CCOc1cc(C(=O)OC)cc(N2CCCC2=O)c1. As a reaction SMILES: [CH2:23]1[O:24][CH2:25][CH2:26][CH2:27]1.[CH3:1][O:2][C:3]([c:4]1[cH:5][c:6]([NH:13][C:14]([CH2:15][CH2:16][CH2:17][Cl:18])=[O:19])[cH:7][c:8]([O:10][CH2:11][CH3:12])[cH:9]1)=[O:20].[CH3:28][CH2:29][O:30][C:31]([CH3:32])=[O:33].[H-:22].[Na+:21]>>[CH3:1][O:2][C:3]([c:4]1[cH:5][c:6]([N:13]2[C:14](=[O:19])[CH2:15][CH2:16][CH2:17]2)[cH:7][c:8]([O:10][CH2:11][CH3:12])[cH:9]1)=[O:20]. Starting materials: COC1=CC=C(CO[C@H]2[C@@H](C3N=C(SC3O[C@@H]2CO[Si](C)(C)C(C)(C)C)N(C(OC(C)(C)C)=O)CCC)OCC2=CC=C(C=C2)OC)C=C1 (tert-butyl (5R,6S,7R)-6,7-bis(4-methoxybenzyloxy)-5-((tert-butyldimethylsilyloxy)methyl)-5,6,7,7a-tetrahydro-3aH-pyrano[3,2-d]thiazol-2-yl(propyl)carbamate), CCCC[N+](CCCC)(CCCC)CCCC.[F-] (TBAF). Run in [Cl-].[Na+].O (brine), O1CCCC1 (tetrahydrofuran). Product: OC[C@@H]1[C@H]([C@@H]([C@H]2N=C(S[C@H]2O1)N(C(OC(C)(C)C)=O)CCC)OCC1=CC=C(C=C1)OC)OCC1=CC=C(C=C1)OC (tert-Butyl (3aR,5R,6S,7R,7aR)-5-(hydroxymethyl)-6,7-bis(4-methoxybenzyloxy)-5,6,7,7a-tetrahydro-3aH-pyrano[3,2-d]thiazol-2-yl(propyl)carbamate). Yield: 90.8%. RXN SMILES: [CH3:1][O:2][C:3]1[CH:49]=[CH:48][C:6]([CH2:7][O:8][C@@H:9]2[C@@H:17]([CH2:18][O:19][Si](C(C)(C)C)(C)C)[O:16][CH:15]3[CH:11]([N:12]=[C:13]([N:27]([CH2:35][CH2:36][CH3:37])[C:28](=[O:34])[O:29][C:30]([CH3:33])([CH3:32])[CH3:31])[S:14]3)[C@H:10]2[O:38][CH2:39][C:40]2[CH:45]=[CH:44][C:43]([O:46][CH3:47])=[CH:42][CH:41]=2)=[CH:5][CH:4]=1.CCCC[N+](CCCC)(CCCC)CCCC.[F-]>O1CCCC1.[Cl-].[Na+].O>[OH:19][CH2:18][C@H:17]1[O:16][C@H:15]2[C@H:11]([N:12]=[C:13]([N:27]([CH2:35][CH2:36][CH3:37])[C:28](=[O:34])[O:29][C:30]([CH3:33])([CH3:31])[CH3:32])[S:14]2)[C@@H:10]([O:38][CH2:39][C:40]2[CH:41]=[CH:42][C:43]([O:46][CH3:47])=[CH:44][CH:45]=2)[C@@H:9]1[O:8][CH2:7][C:6]1[CH:48]=[CH:49][C:3]([O:2][CH3:1])=[CH:4][CH:5]=1 |f:1.2,4.5.6|. Reported procedure: To a solution of tert-butyl (5R,6S,7R)-6,7-bis(4-methoxybenzyloxy)-5-((tert-butyldimethylsilyloxy)methyl)-5,6,7,7a-tetrahydro-3aH-pyrano[3,2-d]thiazol-2-yl(propyl)carbamate (19 g, 26.50 mmol) in tetrahydrofuran (100 mL) was treated with TBAF (13.8 g, 53 mmol) overnight at room temperature. The resulting solution was diluted with brine (200 mL), extracted with ethyl acetate (2×200 mL), and dried over anhydrous magnesium sulfate. After removal of solvents, the residue was purified by silica gel co... The reactants are Cc1ccccc1, CC(C)O, ClCCl, O=C(O)C(F)(F)F, Cc1cnn(C2CC(n3cnc4c(NCC(c5ccccc5)c5ccccc5)nc(NC5CCC(N)CC5)nc43)C(O)C2O)c1, O=C(NC1CCN(c2ccccn2)CC1)n1ccnc1. The product is O=C(O)C(F)(F)F, Cc1cnn(C2CC(n3cnc4c(NCC(c5ccccc5)c5ccccc5)nc(NC5CCC(NC(=O)NC6CCN(c7ccccn7)CC6)CC5)nc43)C(O)C2O)c1. Reaction SMILES: [CH3:53][c:54]1[cH:55][cH:56][cH:57][cH:58][cH:59]1.[CH:60]([OH:61])([CH3:62])[CH3:63].[Cl:84][CH2:85][Cl:86].[F:1][C:2]([C:3](=[O:4])[OH:5])([F:6])[F:7].[NH2:8][CH:9]1[CH2:10][CH2:11][CH:12]([NH:15][c:16]2[n:17][c:18]([NH:38][CH2:39][CH:40]([c:41]3[cH:42][cH:43][cH:44][cH:45][cH:46]3)[c:47]3[cH:48][cH:49][cH:50][cH:51][cH:52]3)[c:19]3[n:20][cH:21][n:22]([CH:25]4[CH:26]([OH:37])[CH:27]([OH:36])[CH:28]([n:30]5[n:31][cH:32][c:33]([CH3:35])[cH:34]5)[CH2:29]4)[c:23]3[n:24]2)[CH2:13][CH2:14]1.[n:64]1[c:65]([N:70]2[CH2:71][CH2:72][CH:73]([NH:76][C:77](=[O:78])[n:79]3[cH:80][cH:81][n:82][cH:83]3)[CH2:74][CH2:75]2)[cH:66][cH:67][cH:68][cH:69]1>>[F:1][C:2]([C:3](=[O:4])[OH:5])([F:6])[F:7].[NH:8]([CH:9]1[CH2:10][CH2:11][CH:12]([NH:15][c:16]2[n:17][c:18]([NH:38][CH2:39][CH:40]([c:41]3[cH:42][cH:43][cH:44][cH:45][cH:46]3)[c:47]3[cH:48][cH:49][cH:50][cH:51][cH:52]3)[c:19]3[n:20][cH:21][n:22]([CH:25]4[CH:26]([OH:37])[CH:27]([OH:36])[CH:28]([n:30]5[n:31][cH:32][c:33]([CH3:35])[cH:34]5)[CH2:29]4)[c:23]3[n:24]2)[CH2:13][CH2:14]1)[C:77]([NH:76][CH:73]1[CH2:72][CH2:71][N:70]([c:65]2[n:64][cH:69][cH:68][cH:67][cH:66]2)[CH2:75][CH2:74]1)=[O:78]. RXN SMILES: [CH3:1][C:2]1([CH3:29])[NH:3][C:4]([CH3:27])([CH3:28])[CH2:5][CH:6]([O:8][C:9]([CH:10]([C:11](=[O:12])[O:13][CH:14]2[CH2:15][C:16]([CH3:22])([CH3:23])[NH:17][C:18]([CH3:20])([CH3:21])[CH2:19]2)[CH2:24][CH3:25])=[O:26])[CH2:7]1.[CH3:32][c:33]1[c:34]([CH2:35][Cl:36])[c:37]([CH3:46])[cH:38][c:39]([C:42]([CH3:43])([CH3:44])[CH3:45])[c:40]1[OH:41].[CH3:47][N:48]([CH3:49])[CH:50]=[O:51].[H-:31].[Na+:30]>>[CH3:1][C:2]1([CH3:29])[NH:3][C:4]([CH3:27])([CH3:28])[CH2:5][CH:6]([O:8][C:9]([C:10]([C:11](=[O:12])[O:13][CH:14]2[CH2:15][C:16]([CH3:22])([CH3:23])[NH:17][C:18]([CH3:20])([CH3:21])[CH2:19]2)([CH2:24][CH3:25])[CH2:35][c:34]2[c:33]([CH3:32])[c:40]([OH:41])[c:39]([C:42]([CH3:43])([CH3:44])[CH3:45])[cH:38][c:37]2[CH3:46])=[O:26])[CH2:7]1. Reactants: CCC(C(=O)OC1CC(C)(C)NC(C)(C)C1)C(=O)OC1CC(C)(C)NC(C)(C)C1, Cc1cc(C(C)(C)C)c(O)c(C)c1CCl, CN(C)C=O, [H-], [Na+]. The product is CCC(Cc1c(C)cc(C(C)(C)C)c(O)c1C)(C(=O)OC1CC(C)(C)NC(C)(C)C1)C(=O)OC1CC(C)(C)NC(C)(C)C1.